Dataset: the Open Reaction Database (ORD), a public repository of structured organic reaction records. Task: describe an organic reaction: reactants, conditions, products, and yield The reactants are Br, O=C([O-])O, CCOC(C)=O, O=S(=O)(Cl)c1ccc(Cl)cc1, CC(N)Cc1ccc(O)cc1, [Na+], O. Yields the product CC(Cc1ccc(O)cc1)NS(=O)(=O)c1ccc(Cl)cc1. Reaction SMILES: [BrH:1].[C:13](=[O:14])([OH:15])[O-:16].[CH3:30][CH2:31][O:32][C:33](=[O:34])[CH3:35].[Cl:19][c:20]1[cH:21][cH:22][c:23]([S:26](=[O:27])(=[O:28])[Cl:29])[cH:24][cH:25]1.[NH2:2][CH:3]([CH2:4][c:5]1[cH:6][cH:7][c:8]([OH:11])[cH:9][cH:10]1)[CH3:12].[Na+:17].[OH2:18]>>[NH:2]([CH:3]([CH2:4][c:5]1[cH:6][cH:7][c:8]([OH:11])[cH:9][cH:10]1)[CH3:12])[S:26]([c:23]1[cH:22][cH:21][c:20]([Cl:19])[cH:25][cH:24]1)(=[O:27])=[O:28]. Reactants: O=C([O-])[O-], CC(=O)[O-], CC(=O)[O-], Cc1ccccc1, Cc1cc(C)nc(Cl)c1, Cl, [Cs+], [Cs+], O=C1CCNCC1, C1CCOC1, O, [Pd+2], c1ccc(P(c2ccccc2)c2ccc3ccccc3c2-c2c(P(c3ccccc3)c3ccccc3)ccc3ccccc23)cc1. Product: Cc1cc(C)nc(N2CCC(=O)CC2)c1. RXN SMILES: [C:1](=[O:2])([O-:3])[O-:4].[C:83]([O-:84])(=[O:85])[CH3:86].[C:88]([O-:89])(=[O:90])[CH3:91].[CH3:70][c:71]1[cH:72][cH:73][cH:74][cH:75][cH:76]1.[Cl:15][c:16]1[n:17][c:18]([CH3:23])[cH:19][c:20]([CH3:22])[cH:21]1.[ClH:7].[Cs+:5].[Cs+:6].[NH:8]1[CH2:9][CH2:10][C:11](=[O:14])[CH2:12][CH2:13]1.[O:77]1[CH2:78][CH2:79][CH2:80][CH2:81]1.[OH2:82].[Pd+2:87].[cH:24]1[cH:25][cH:26][c:27]([P:28]([c:29]2[cH:30][cH:31][c:32]3[c:33]([cH:34][cH:35][cH:36][cH:37]3)[c:38]2-[c:39]2[c:40]3[c:41]([cH:42][cH:43][cH:44][cH:45]3)[cH:46][cH:47][c:48]2[P:49]([c:50]2[cH:51][cH:52][cH:53][cH:54][cH:55]2)[c:56]2[cH:57][cH:58][cH:59][cH:60][cH:61]2)[c:62]2[cH:63][cH:64][cH:65][cH:66][cH:67]2)[cH:68][cH:69]1>>[N:8]1([c:16]2[n:17][c:18]([CH3:23])[cH:19][c:20]([CH3:22])[cH:21]2)[CH2:9][CH2:10][C:11](=[O:14])[CH2:12][CH2:13]1. Reactants: C, CCCCCCCCCOC(=O)c1cn(CCCC(=O)OCc2ccccc2)c2ccccc12, C1COCCO1, CO, [Pd]. Product: CCCCCCCCCOC(=O)c1cn(CCCC(=O)O)c2ccccc12. As a reaction SMILES: [C:43].[CH2:1]([CH2:2][CH2:3][CH2:4][CH2:5][CH2:6][CH2:7][CH2:8][CH3:9])[O:10][C:11](=[O:12])[c:13]1[cH:14][n:15]([CH2:22][CH2:23][CH2:24][C:25](=[O:26])[O:27][CH2:28][c:29]2[cH:30][cH:31][cH:32][cH:33][cH:34]2)[c:16]2[cH:17][cH:18][cH:19][cH:20][c:21]12.[CH2:37]1[O:38][CH2:39][CH2:40][O:41][CH2:42]1.[CH3:35][OH:36].[Pd:44]>>[CH2:1]([CH2:2][CH2:3][CH2:4][CH2:5][CH2:6][CH2:7][CH2:8][CH3:9])[O:10][C:11](=[O:12])[c:13]1[cH:14][n:15]([CH2:22][CH2:23][CH2:24][C:25](=[O:26])[OH:27])[c:16]2[cH:17][cH:18][cH:19][cH:20][c:21]12. Reactants: [N+](=O)([O-])C1=C(C=C(OC2=C(C(=C(C(=O)C3=C(C(=C(C(=C3F)F)OC3=CC(=C(C=C3)[N+](=O)[O-])OCC3=CC=CC=C3)F)F)C(=C2F)F)F)F)C=C1)OCC1=CC=CC=C1 (4,4'-bis(4-nitro-3-benzyloxyphenoxy)octafluorobenzophenone), Example 3, [H][H] (hydrogen). Reagents/catalysts: [Pd] (Pd/C). Run in mixture, O1CCCC1 (tetrahydrofuran), C(C)(=O)OCC (ethyl acetate). Reaction conditions: time 3 day. The product is NC1=C(C=C(OC2=C(C(=C(C(=O)C3=C(C(=C(C(=C3F)F)OC3=CC(=C(C=C3)N)O)F)F)C(=C2F)F)F)F)C=C1)O (4,4'-Bis(4-amino-3-hydroxyphenoxy)octafluorobenzophenone). Yield: 95.0%. As a reaction SMILES: [N+:1]([C:4]1[CH:50]=[CH:49][C:7]([O:8][C:9]2[C:44]([F:45])=[C:43]([F:46])[C:12]([C:13]([C:15]3[C:20]([F:21])=[C:19]([F:22])[C:18]([O:23][C:24]4[CH:29]=[CH:28][C:27]([N+:30]([O-])=O)=[C:26]([O:33]CC5C=CC=CC=5)[CH:25]=4)=[C:17]([F:41])[C:16]=3[F:42])=[O:14])=[C:11]([F:47])[C:10]=2[F:48])=[CH:6][C:5]=1[O:51]CC1C=CC=CC=1)([O-])=O.[H][H]>O1CCCC1.C(OCC)(=O)C.[Pd]>[NH2:30][C:27]1[CH:28]=[CH:29][C:24]([O:23][C:18]2[C:17]([F:41])=[C:16]([F:42])[C:15]([C:13]([C:12]3[C:11]([F:47])=[C:10]([F:48])[C:9]([O:8][C:7]4[CH:49]=[CH:50][C:4]([NH2:1])=[C:5]([OH:51])[CH:6]=4)=[C:44]([F:45])[C:43]=3[F:46])=[O:14])=[C:20]([F:21])[C:19]=2[F:22])=[CH:25][C:26]=1[OH:33]. Reported procedure: 32.5 g of 4,4'-bis(4-nitro-3-benzyloxyphenoxy)octafluorobenzophenone prepared as described in Example 3 (0.04 mol) are dissolved in 500 ml of a mixture of tetrahydrofuran and ethyl acetate (volume ratio 1:1), and 3 g of Pd/C (palladium/carbon) are added to the solution. The mixture is then hydrogenated at room temperature in an autoclave with vigorous stirring using hydrogen at a pressure of 1 bar; after 3 days, the reaction is terminated. The yellow-beige solution is evaporated to half in a rot... Starting materials: O=C([O-])[O-], CC(CCC1CCCCC1)OS(C)(=O)=O, [K+], [K+], O=C1NC(=O)c2ccccc21, CN(C)C=O. Product: CC(CCC1CCCCC1)N1C(=O)c2ccccc2C1=O. Reaction SMILES: [C:27](=[O:28])([O-:29])[O-:30].[CH3:1][S:2]([O:3][CH:6]([CH2:7][CH2:8][CH:9]1[CH2:10][CH2:11][CH2:12][CH2:13][CH2:14]1)[CH3:15])(=[O:4])=[O:5].[K+:31].[K+:32].[O:16]=[C:17]1[NH:18][C:19](=[O:20])[c:21]2[cH:22][cH:23][cH:24][cH:25][c:26]21.[O:33]=[CH:34][N:35]([CH3:36])[CH3:37]>>[CH:6]([CH2:7][CH2:8][CH:9]1[CH2:10][CH2:11][CH2:12][CH2:13][CH2:14]1)([CH3:15])[N:18]1[C:17](=[O:16])[c:26]2[c:21]([cH:22][cH:23][cH:24][cH:25]2)[C:19]1=[O:20]. Reactants: COC(C(C1=CC=C(C=C1)NC(COC1=CC2=CC=CC=C2C=C1)=O)=O)=O (4-[[2-(2-naphthalenyloxy)acetyl]amino]-alpha-oxobenzeneacetic acid methyl ester), [OH-].[Na+] (sodium hydroxide). The solvent is O (water), CO (methanol), O1CCCC1 (tetrahydrofuran). Product: C1=C(C=CC2=CC=CC=C12)OCC(=O)NC1=CC=C(C=C1)C(C(=O)O)=O (4-[[2-(2-naphthalenyloxy)acetyl]amino]-alpha-oxobenzeneacetic acid). Isolated yield 90.6%. Reaction SMILES: C[O:2][C:3](=[O:27])[C:4](=[O:26])[C:5]1[CH:10]=[CH:9][C:8]([NH:11][C:12](=[O:25])[CH2:13][O:14][C:15]2[CH:24]=[CH:23][C:22]3[C:17](=[CH:18][CH:19]=[CH:20][CH:21]=3)[CH:16]=2)=[CH:7][CH:6]=1.[OH-].[Na+]>CO.O1CCCC1.O>[CH:16]1[C:17]2[C:22](=[CH:21][CH:20]=[CH:19][CH:18]=2)[CH:23]=[CH:24][C:15]=1[O:14][CH2:13][C:12]([NH:11][C:8]1[CH:9]=[CH:10][C:5]([C:4](=[O:26])[C:3]([OH:27])=[O:2])=[CH:6][CH:7]=1)=[O:25] |f:1.2|. Procedure: A mixture of 4-[[2-(2-naphthalenyloxy)acetyl]amino]-alpha-oxobenzeneacetic acid methyl ester (0.7 g) in hot methanol (10 mL) and sufficient tetrahydrofuran to dissolve the solids was treated with 1N sodium hydroxide (2.5 mL) and diluted with water. The organic solvent was removed under vacuum and the residue was mixed with water, acidified with excess 2N hydrochloric acid, and extracted with dichloromethane. The organic layer was dried (Na2SO4), faltered, and evaporated to give the crude product... The reactants are C(=O)(OC(C)(C)C)N1[C@H](C(=O)O)CCC1 (N-BOC-(S)-proline). Solvent: C1CCOC1 (THF). The product is C(=O)(OC(C)(C)C)N1[C@@H](CCC1)CO (1-BOC-2-(S)-pyrrolidinemethanol). Reaction SMILES: [C:1]([N:8]1[CH2:15][CH2:14][CH2:13][C@H:9]1[C:10](O)=[O:11])([O:3][C:4]([CH3:7])([CH3:6])[CH3:5])=[O:2]>C1COCC1>[C:1]([N:8]1[CH2:15][CH2:14][CH2:13][C@H:9]1[CH2:10][OH:11])([O:3][C:4]([CH3:7])([CH3:6])[CH3:5])=[O:2]. Procedure: N-BOC-(S)-proline (Sigma Chemical Co., 12.97 g, 60.02 mmol) was dissolved in anhydrous THF and brought to 0° C. with stirring. Borane/THF complex was added dropwise via syringe over a 10 minute period. The reaction mixture was stirred at room temperature for 1 hour, then the reaction was quenched slowly with saturated NaHCO3 and stirred for an additional hour. The solvent was removed in vacuo, and the residue was diluted with H2O. The desired compound was extracted from the aqueous phase with Et... Starting materials: Cl (Hydrochloric acid), CC1=NC(=CC(=C1C1=CC=NC=C1)OCC1=CC=C(C=C1)C1=C(C=CC=C1)C=1N=NN(N1)C(C1=CC=CC=C1)(C1=CC=CC=C1)C1=CC=CC=C1)C (2,6-dimethyl-3-(4-pyridyl)-4-[(2'-(2-triphenylmethyl-2H-tetrazol-5-yl)biphenyl-4-yl)methoxy]pyridine). Solvent: O1CCOCC1 (dioxan). Reaction conditions: time 3 hour. Product: Cl.Cl.CC1=NC(=CC(=C1C1=CC=NC=C1)OCC1=CC=C(C=C1)C1=C(C=CC=C1)C1=NN=NN1)C (2,6-dimethyl-3-(4-pyridyl)-4-[(2'(1H-tetrazol-5-yl)biphenyl-4-yl)methoxy]pyridine dihydochloride). RXN SMILES: [ClH:1].[CH3:2][C:3]1[C:8]([C:9]2[CH:14]=[CH:13][N:12]=[CH:11][CH:10]=2)=[C:7]([O:15][CH2:16][C:17]2[CH:22]=[CH:21][C:20]([C:23]3[CH:28]=[CH:27][CH:26]=[CH:25][C:24]=3[C:29]3[N:30]=[N:31][N:32](C(C4C=CC=CC=4)(C4C=CC=CC=4)C4C=CC=CC=4)[N:33]=3)=[CH:19][CH:18]=2)[CH:6]=[C:5]([CH3:53])[N:4]=1>O1CCOCC1>[ClH:1].[ClH:1].[CH3:2][C:3]1[C:8]([C:9]2[CH:14]=[CH:13][N:12]=[CH:11][CH:10]=2)=[C:7]([O:15][CH2:16][C:17]2[CH:22]=[CH:21][C:20]([C:23]3[CH:28]=[CH:27][CH:26]=[CH:25][C:24]=3[C:29]3[NH:30][N:31]=[N:32][N:33]=3)=[CH:19][CH:18]=2)[CH:6]=[C:5]([CH3:53])[N:4]=1 |f:3.4.5|. Reported procedure: 6M Hydrochloric acid (1 ml) was added to a solution of 2,6-dimethyl-3-(4-pyridyl)-4-[(2'-(2-triphenylmethyl-2H-tetrazol-5-yl)biphenyl-4-yl)methoxy]pyridine (A) (800 mg) in dioxan (20 ml) and the mixture was stirred for 3 hours. Volatile material was removed by evaporation and the residue triturated with ether. The ether was separated and the residue was dissolved in methanol. Ether was added to precipitate the product and the solvent was again separated. The residue was then triturated with ethe... Starting materials: [Br-], OB(O)c1ccc(F)cc1, [K+], [K+], [K+], [K+], C1COCCO1, O=P([O-])([O-])[O-], c1ccc(P(c2ccccc2)(c2ccccc2)[Pd](P(c2ccccc2)(c2ccccc2)c2ccccc2)(P(c2ccccc2)(c2ccccc2)c2ccccc2)P(c2ccccc2)(c2ccccc2)c2ccccc2)cc1, O=S(=O)(Oc1cc(C(F)(F)F)ccc1-c1cc(Oc2ccc3cccnc3c2)ncn1)C(F)(F)F. The product is Fc1ccc(-c2cc(C(F)(F)F)ccc2-c2cc(Oc3ccc4cccnc4c3)ncn2)cc1. RXN SMILES: [Br-:54].[F:36][c:37]1[cH:38][cH:39][c:40]([B:43]([OH:44])[OH:45])[cH:41][cH:42]1.[K+:51].[K+:52].[K+:53].[K+:55].[O:56]1[CH2:57][CH2:58][O:59][CH2:60][CH2:61]1.[P:46]([O-:47])([O-:48])([O-:49])=[O:50].[cH:62]1[cH:63][cH:64][c:65]([P:66]([Pd:67]([P:68]([c:69]2[cH:70][cH:71][cH:72][cH:73][cH:74]2)([c:75]2[cH:76][cH:77][cH:78][cH:79][cH:80]2)[c:81]2[cH:82][cH:83][cH:84][cH:85][cH:86]2)([P:87]([c:88]2[cH:89][cH:90][cH:91][cH:92][cH:93]2)([c:94]2[cH:95][cH:96][cH:97][cH:98][cH:99]2)[c:100]2[cH:101][cH:102][cH:103][cH:104][cH:105]2)[P:106]([c:107]2[cH:108][cH:109][cH:110][cH:111][cH:112]2)([c:113]2[cH:114][cH:115][cH:116][cH:117][cH:118]2)[c:119]2[cH:120][cH:121][cH:122][cH:123][cH:124]2)([c:125]2[cH:126][cH:127][cH:128][cH:129][cH:130]2)[c:131]2[cH:132][cH:133][cH:134][cH:135][cH:136]2)[cH:137][cH:138]1.[n:1]1[cH:2][cH:3][cH:4][c:5]2[cH:6][cH:7][c:8]([O:11][c:12]3[cH:13][c:14](-[c:18]4[c:19]([O:28][S:29]([C:30]([F:31])([F:32])[F:33])(=[O:34])=[O:35])[cH:20][c:21]([C:24]([F:25])([F:26])[F:27])[cH:22][cH:23]4)[n:15][cH:16][n:17]3)[cH:9][c:10]12>>[n:1]1[cH:2][cH:3][cH:4][c:5]2[cH:6][cH:7][c:8]([O:11][c:12]3[cH:13][c:14](-[c:18]4[c:19](-[c:40]5[cH:39][cH:38][c:37]([F:36])[cH:42][cH:41]5)[cH:20][c:21]([C:24]([F:25])([F:26])[F:27])[cH:22][cH:23]4)[n:15][cH:16][n:17]3)[cH:9][c:10]12.